Dataset: the Open Reaction Database (ORD), a public repository of structured organic reaction records. Task: describe an organic reaction: reactants, conditions, products, and yield The reactants are ClC=1C=C(C=O)C=CC1 (3-chlorobenzaldehyde), [H-].[Na+] (sodium hydride), P(OC(C#N)(CC)CC)([O-])=O (diethylcyanomethyl phosphonate). Run in CN(C=O)C (dimethylformamide), CN(C=O)C (dimethylformamide). Reaction conditions: time 30 minute. Yields the product ClC=1C=C(C=CC#N)C=CC1 (3-chlorocinnamonitrile). The yield is 90.1%. Reaction SMILES: [H-].[Na+].P(=O)([O-])O[C:5](CC)(CC)[C:6]#[N:7].[Cl:14][C:15]1[CH:16]=[C:17]([CH:20]=[CH:21][CH:22]=1)[CH:18]=O>CN(C)C=O>[Cl:14][C:15]1[CH:16]=[C:17]([CH:20]=[CH:21][CH:22]=1)[CH:18]=[CH:5][C:6]#[N:7] |f:0.1|. Reported procedure: A stirred solution of sodium hydride (1.8 g, 75 mmol) in dimethylformamide (150 ml) was treated with a solution of diethylcyanomethyl phosphonate (13.3 g, 75 mmol) in dimethylformamide (50 ml). The reaction was stirred 30 min at rt. After this time the reaction was treated with 3-chlorobenzaldehyde (10.54 g, 75 mmol) and stirred 1 hr at rt and 30 min at 60° C. The reaction was then quenched by the addition of water (200 ml). The reaction mixture was transferred to a separatory funnel using dieth... The reactants are CCOC(=O)CCC(=O)Nc1ccc(I)cc1C(=O)OC, C1CCOC1, Cl, O. The product is CCOC(=O)C1CC(=O)Nc2ccc(I)cc2C1=O. Reaction SMILES: [CH2:1]([CH3:2])[O:3][C:4]([CH2:5][CH2:6][C:7](=[O:8])[NH:9][c:10]1[c:11]([C:12]([O:14][CH3:13])=[O:15])[cH:16][c:17]([I:20])[cH:18][cH:19]1)=[O:21].[CH2:24]1[O:25][CH2:26][CH2:27][CH2:28]1.[ClH:23].[OH2:22]>>[CH2:1]([CH3:2])[O:3][C:4]([CH:5]1[CH2:6][C:7](=[O:8])[NH:9][c:10]2[c:11]([cH:16][c:17]([I:20])[cH:18][cH:19]2)[C:12]1=[O:14])=[O:21]. Reactants: C#CC(CC(=O)O)NC(=O)C1CCCN(C(=O)C=CC2CCN(C(=O)OC(C)(C)C)CC2)C1, CCCCCO, CCN=C=NCCCN(C)C, ClCCl, Cl. The product is C#CC(CC(=O)OCCCCC)NC(=O)C1CCCN(C(=O)C=CC2CCN(C(=O)OC(C)(C)C)CC2)C1. Reaction SMILES: [C:1]([CH3:2])([CH3:3])([CH3:4])[O:5][C:6](=[O:7])[N:8]1[CH2:9][CH2:10][CH:11]([CH:14]=[CH:15][C:16](=[O:17])[N:18]2[CH2:19][CH:20]([C:24](=[O:25])[NH:26][CH:27]([CH2:28][C:29](=[O:30])[OH:31])[C:32]#[CH:33])[CH2:21][CH2:22][CH2:23]2)[CH2:12][CH2:13]1.[CH2:34]([CH2:35][CH2:36][CH2:37][CH3:38])[OH:39].[CH2:41]([N:42]=[C:43]=[N:44][CH2:45][CH2:46][CH2:47][N:48]([CH3:49])[CH3:50])[CH3:51].[Cl:52][CH2:53][Cl:54].[ClH:40]>>[C:1]([CH3:2])([CH3:3])([CH3:4])[O:5][C:6](=[O:7])[N:8]1[CH2:9][CH2:10][CH:11]([CH:14]=[CH:15][C:16](=[O:17])[N:18]2[CH2:19][CH:20]([C:24](=[O:25])[NH:26][CH:27]([CH2:28][C:29]([O:30][CH2:34][CH2:35][CH2:36][CH2:37][CH3:38])=[O:31])[C:32]#[CH:33])[CH2:21][CH2:22][CH2:23]2)[CH2:12][CH2:13]1. The reactants are OC=1C=C(C(=O)O)C=C(C1)O[C@H](COC)C (3-hydroxy-5-[(1S)-2-methoxy-1-methylethoxy]benzoic acid), CC=1N=CC(=NC1)N (5-methylpyrazine-2-amine). Yields the product OC=1C=C(C(=O)NC2=NC=C(N=C2)C)C=C(C1)O[C@H](COC)C ((S)-3-hydroxy-5-(1-methoxypropan-2-yloxy)-N-(5-methylpyrazin-2-yl)benzamide). As a reaction SMILES: [OH:1][C:2]1[CH:3]=[C:4]([CH:8]=[C:9]([O:11][C@@H:12]([CH3:16])[CH2:13][O:14][CH3:15])[CH:10]=1)[C:5]([OH:7])=O.[CH3:17][C:18]1[N:19]=[CH:20][C:21]([NH2:24])=[N:22][CH:23]=1>>[OH:1][C:2]1[CH:3]=[C:4]([CH:8]=[C:9]([O:11][C@@H:12]([CH3:16])[CH2:13][O:14][CH3:15])[CH:10]=1)[C:5]([NH:24][C:21]1[CH:20]=[N:19][C:18]([CH3:17])=[CH:23][N:22]=1)=[O:7]. Procedure: It will be appreciated by those skilled in the art that the sequence of steps in the processes described above may be performed in a different order for example 3-hydroxy-5-[(1S)-2-methoxy-1-methylethoxy]benzoic acid may be reacted with 5-methylpyrazine-2-amine to give (S)-3-hydroxy-5-(1-methoxypropan-2-yloxy)-N-(5-methylpyrazin-2-yl)benzamide, for example as described below. The conversion of (S)-3-hydroxy-5-(1-methoxypropan-2-yloxy)-N-(5-methylpyrazin-2-yl)benzamide into 3-{[5-(azetidin-1-ylca...